From a dataset of the Open Reaction Database (ORD), a public repository of structured organic reaction records. describe an organic reaction: reactants, conditions, products, and yield Reactants: ClCCl, O=C(O)C(F)(F)F, CCCCOC(=O)c1cc(-c2ccc(NC(=O)OC(C)(C)C)cc2)c2c(N)ncnn12. Yields the product CCCCOC(=O)c1cc(-c2ccc(N)cc2)c2c(N)ncnn12. As a reaction SMILES: [Cl:39][CH2:40][Cl:41].[F:32][C:33]([F:34])([F:35])[C:36]([OH:37])=[O:38].[NH2:1][c:2]1[n:3][cH:4][n:5][n:6]2[c:7]1[c:8](-[c:18]1[cH:19][cH:20][c:21]([NH:24][C:25]([O:26][C:27]([CH3:28])([CH3:29])[CH3:30])=[O:31])[cH:22][cH:23]1)[cH:9][c:10]2[C:11](=[O:12])[O:13][CH2:14][CH2:15][CH2:16][CH3:17]>>[NH2:1][c:2]1[n:3][cH:4][n:5][n:6]2[c:7]1[c:8](-[c:18]1[cH:19][cH:20][c:21]([NH2:24])[cH:22][cH:23]1)[cH:9][c:10]2[C:11](=[O:12])[O:13][CH2:14][CH2:15][CH2:16][CH3:17]. Starting materials: CN(C1=CC=CC=C1)C (N,N-dimethylaniline), [P] (phosphorus), pentachloride, imidochloride, anhydride, ice water, CC1([C@@H](N2[C@H](S1)[C@@H](C2=O)NC(=O)CC=3C=CC=CC3)C(=O)O)C.[K] (penicillin-G potassium), CP(=O)(CC)Cl (methylethylphosphinic acid chloride), CN(C1=CC=CC=C1)C (dimethylaniline). Run in C(CCC)O (n-butanol), C(Cl)Cl (methylene chloride). Conditions: time 1 hour. Yields the product CC1([C@@H](N2[C@H](S1)[C@@H](C2=O)N)C(=O)O)C (6-aminopenicillanic acid). As a reaction SMILES: [CH3:1][C:2]1([CH3:23])[S:6][C@@H:5]2[C@H:7]([NH:10]C(CC3C=CC=CC=3)=O)[C:8](=[O:9])[N:4]2[C@H:3]1[C:20]([OH:22])=[O:21].[K].CP(Cl)(CC)=O.CN(C)C1C=CC=CC=1.[P]>C(Cl)Cl.C(O)CCC>[CH3:1][C:2]1([CH3:23])[S:6][C@@H:5]2[C@H:7]([NH2:10])[C:8](=[O:9])[N:4]2[C@H:3]1[C:20]([OH:22])=[O:21] |f:0.1,^1:23|. Procedure: To a suspension of 14.9 g of penicillin-G-potassium in 60 ml of absolute methylene chloride, 5.06 g (=40 mmols) of methylethylphosphinic acid chloride and 10 ml of dimethylaniline were added in the same manner as indicated in Example 1. The mixture was stirred for 1 hour and the solution of the mixed anhydride so prepared was converted at -5°C with 9.0 g (= 43 mmols) of phosphorus of pentachloride into the imidochloride. After addition of 60 ml of n-butanol and 2 ml of N,N-dimethylaniline, the m...